Dataset: the Open Reaction Database (ORD), a public repository of structured organic reaction records. Task: describe an organic reaction: reactants, conditions, products, and yield The reactants are CO, O=C(c1cnc(C2(Cl)CCC3(CC2)OCCO3)s1)N1CCCC1. The product is O=C(c1cnc(C2CCC3(CC2)OCCO3)s1)N1CCCC1. RXN SMILES: [CH3:24][OH:25].[Cl:1][C:2]1([c:12]2[s:13][c:14]([C:17](=[O:18])[N:19]3[CH2:20][CH2:21][CH2:22][CH2:23]3)[cH:15][n:16]2)[CH2:3][CH2:4][C:5]2([O:6][CH2:7][CH2:8][O:9]2)[CH2:10][CH2:11]1>>[CH:2]1([c:12]2[s:13][c:14]([C:17](=[O:18])[N:19]3[CH2:20][CH2:21][CH2:22][CH2:23]3)[cH:15][n:16]2)[CH2:3][CH2:4][C:5]2([O:6][CH2:7][CH2:8][O:9]2)[CH2:10][CH2:11]1. Reactants: BrCC1COC2=C(O1)C=CC=C2 (2-bromomethyl-2,3-dihydrobenzo[1,4]dioxine), C1(=CC=CC=C1)C=1C=NC=CC1 (3-phenyl-pyridine), [BH4-].[Na+] (NaBH4). The solvent is CO (MeOH), C=1(C(=CC=CC1)C)C (xylene). Conditions: time 2 hour. Product: O1C(COC2=C1C=CC=C2)CN2CCC=C(C2)C2=CC=CC=C2 (1-(2,3-Dihydrobenzo[1,4]dioxin-2-ylmethyl)-5-phenyl-1,2,3,6-tetrahydropyridine). RXN SMILES: Br[CH2:2][CH:3]1[O:8][C:7]2[CH:9]=[CH:10][CH:11]=[CH:12][C:6]=2[O:5][CH2:4]1.[C:13]1([C:19]2[CH:20]=[N:21][CH:22]=[CH:23][CH:24]=2)[CH:18]=[CH:17][CH:16]=[CH:15][CH:14]=1.[BH4-].[Na+]>C1(C)C(C)=CC=CC=1.CO>[O:8]1[C:7]2[CH:9]=[CH:10][CH:11]=[CH:12][C:6]=2[O:5][CH2:4][CH:3]1[CH2:2][N:21]1[CH2:20][C:19]([C:13]2[CH:18]=[CH:17][CH:16]=[CH:15][CH:14]=2)=[CH:24][CH2:23][CH2:22]1 |f:2.3|. Procedure details: A mixture of 2-bromomethyl-2,3-dihydrobenzo[1,4]dioxine (500 mg, 2.18 mmol) and 3-phenyl-pyridine (339 mg, 2.18 mmol) in xylene (2 ml) was refluxed for 4 h. After cooling, the solvent was decanted to give the crude oily pyridinium salt, which was dissolved in MeOH (5 ml). NaBH4 (330 mg, 4 eq) was added in small portions to the cooled mixture. After stirring for 2 h at RT, MeOH was evaporated, water was added and the mixture extracted with EtOAc. Drying (Na2SO4) and evaporation gave the crude pro... The reactants are CC1C(=O)N(CCC(=O)O)CCN1C(=O)Nc1ccc(Cl)c(Cl)c1, Cl, FC(F)(F)C1CCNCC1. The product is CC1C(=O)N(CCC(=O)N2CCC(C(F)(F)F)CC2)CCN1C(=O)Nc1ccc(Cl)c(Cl)c1. Reaction SMILES: [Cl:1][c:2]1[cH:3][c:4]([NH:9][C:10](=[O:11])[N:12]2[CH:13]([CH3:24])[C:14](=[O:23])[N:15]([CH2:18][CH2:19][C:20](=[O:21])[OH:22])[CH2:16][CH2:17]2)[cH:5][cH:6][c:7]1[Cl:8].[ClH:25].[F:26][C:27]([CH:28]1[CH2:29][CH2:30][NH:31][CH2:32][CH2:33]1)([F:34])[F:35]>>[Cl:1][c:2]1[cH:3][c:4]([NH:9][C:10](=[O:11])[N:12]2[CH:13]([CH3:24])[C:14](=[O:23])[N:15]([CH2:18][CH2:19][C:20](=[O:21])[N:31]3[CH2:30][CH2:29][CH:28]([C:27]([F:26])([F:34])[F:35])[CH2:33][CH2:32]3)[CH2:16][CH2:17]2)[cH:5][cH:6][c:7]1[Cl:8]. Starting materials: O=C([O-])O, CO, CCOC(C)=O, Cl, Cc1c(C)c2c(c(C)c1NC=O)CC(C)(CI)O2, [Na+], O. Reaction SMILES: [C:20](=[O:21])([OH:22])[O-:23].[CH3:25][OH:26].[CH3:28][CH2:29][O:30][C:31](=[O:32])[CH3:33].[ClH:19].[I:1][CH2:2][C:3]1([CH3:18])[O:4][c:5]2[c:6]([c:8]([CH3:17])[c:9]([NH:14][CH:15]=[O:16])[c:10]([CH3:13])[c:11]2[CH3:12])[CH2:7]1.[Na+:24].[OH2:27]>>[I:1][CH2:2][C:3]1([CH3:18])[O:4][c:5]2[c:6]([c:8]([CH3:17])[c:9]([NH2:14])[c:10]([CH3:13])[c:11]2[CH3:12])[CH2:7]1. Product: Cc1c(C)c2c(c(C)c1N)CC(C)(CI)O2.